Dataset: the Open Reaction Database (ORD), a public repository of structured organic reaction records. Task: describe an organic reaction: reactants, conditions, products, and yield Reactants: C(C)(C)(C)OC(C(C1=C(C=CC=C1)F)C#N)=O (Cyano-(2-fluoro-phenyl)-acetic acid tert-butyl ester). Reagents/catalysts: [Ni] (Raney nickel). Solvent: CO (MeOH). Conditions: time 8 hour. The product is C(C)(C)(C)OC(C(CN)C1=C(C=CC=C1)F)=O (3-amino-2-(2-fluoro-phenyl)-propionic acid tert-butyl ester). Isolated yield 30.3%. Reaction SMILES: [C:1]([O:5][C:6](=[O:17])[CH:7]([C:15]#[N:16])[C:8]1[CH:13]=[CH:12][CH:11]=[CH:10][C:9]=1[F:14])([CH3:4])([CH3:3])[CH3:2]>[Ni].CO>[C:1]([O:5][C:6](=[O:17])[CH:7]([C:8]1[CH:13]=[CH:12][CH:11]=[CH:10][C:9]=1[F:14])[CH2:15][NH2:16])([CH3:4])([CH3:2])[CH3:3]. Procedure details: Cyano-(2-fluoro-phenyl)-acetic acid tert-butyl ester (4.55 g) was mixed with Raney nickel (3 mL, 50% water) in MeOH (100 mL) and stirred under hydrogen balloon at rt overnight. The mixture was then filtered through celite, concentrated to give crude, which was silica gel column purified to give 3-amino-2-(2-fluoro-phenyl)-propionic acid tert-butyl ester (1.4 g).